Dataset: the Open Reaction Database (ORD), a public repository of structured organic reaction records. Task: describe an organic reaction: reactants, conditions, products, and yield The reactants are C[O-], CO, COc1ccc2oc(C(=O)CCCCCl)c(C)c2c1, [I-], [Na+], [Na+]. Yields the product COCCCCC(=O)c1oc2ccc(OC)cc2c1C. As a reaction SMILES: [CH3:22][O-:23].[CH3:25][OH:26].[Cl:1][CH2:2][CH2:3][CH2:4][CH2:5][C:6](=[O:7])[c:8]1[o:9][c:10]2[c:11]([c:12]1[CH3:13])[cH:14][c:15]([O:18][CH3:19])[cH:16][cH:17]2.[I-:21].[Na+:20].[Na+:24]>>[CH2:2]([CH2:3][CH2:4][CH2:5][C:6](=[O:7])[c:8]1[o:9][c:10]2[c:11]([c:12]1[CH3:13])[cH:14][c:15]([O:18][CH3:19])[cH:16][cH:17]2)[O:23][CH3:22].